From a dataset of the Open Reaction Database (ORD), a public repository of structured organic reaction records. describe an organic reaction: reactants, conditions, products, and yield Starting materials: solution, CCC([BH-](C(CC)C)C(CC)C)C.[Li+] (L-Selectride), BrC1=NC=CC(=C1)\C(\C)=N\S(=O)C(C)(C)C (2-methyl-propane-2-sulfinic acid [1-(2-bromo-pyridin-4-yl)-eth-(E)-ylidene]-amide). Run in C1CCOC1 (THF), C1CCOC1 (THF). Conditions: time 2.5 hour. Product: BrC1=NC=CC(=C1)[C@H](C)NS(=O)C(C)(C)C (2-methyl-propane-2-sulfinic acid [(S)-1-(2-bromo-pyridin-4-yl)-ethyl]-amide). RXN SMILES: [Br:1][C:2]1[CH:7]=[C:6](/[C:8](=[N:10]/[S:11]([C:13]([CH3:16])([CH3:15])[CH3:14])=[O:12])/[CH3:9])[CH:5]=[CH:4][N:3]=1.CCC(C)[BH-](C(C)CC)C(C)CC.[Li+]>C1COCC1>[Br:1][C:2]1[CH:7]=[C:6]([C@@H:8]([NH:10][S:11]([C:13]([CH3:14])([CH3:16])[CH3:15])=[O:12])[CH3:9])[CH:5]=[CH:4][N:3]=1 |f:1.2|. Procedure details: To a chilled (−78° C.) solution of 2-methyl-propane-2-sulfinic acid [1-(2-bromo-pyridin-4-yl)-eth-(E)-ylidene]-amide (9.3 g, 31 mmol) in THF (280 mL) was added a 1 M solution of L-Selectride in THF (61.3 ml, 61.3 mmol) dropwise. After 2.5 hours, the chilled mixture was quenched with saturated aqueous NH4Cl (100 mL). The layers were separated and the aqueous layer was extracted with EtOAc (2×400 mL). The combined organic layers were washed with brine, and concentrated. The residue was purified by... Reactants: COC(=O)[C@@H]1N(CCC1)S(=O)(=O)CC1CCC(CC1)(C1=C(C=CC(=C1)F)F)S(=O)(=O)C1=CC=C(C=C1)Cl ((R)-1-[4-(4-chloro-benzenesulfonyl)-4-(2,5-difluoro-phenyl)-cyclohexylmethanesulfonyl]-pyrrolidine-2-carboxylic acid methyl ester), [OH-].[Li+] (lithium hydroxide). Solvent: O1CCCC1 (tetrahydrofuran), O (water). Reaction conditions: time 1.5 hour. Yields the product ClC1=CC=C(C=C1)S(=O)(=O)C1(CCC(CC1)CS(=O)(=O)N1[C@H](CCC1)C(=O)O)C1=C(C=CC(=C1)F)F ((R)-1-[4-(4-Chloro-benzenesulfonyl)-4-(2,5-difluoro-phenyl)-cyclohexylmethanesulfonyl]-pyrrolidine-2-carboxylic acid). RXN SMILES: C[O:2][C:3]([C@H:5]1[CH2:9][CH2:8][CH2:7][N:6]1[S:10]([CH2:13][CH:14]1[CH2:19][CH2:18][C:17]([S:28]([C:31]2[CH:36]=[CH:35][C:34]([Cl:37])=[CH:33][CH:32]=2)(=[O:30])=[O:29])([C:20]2[CH:25]=[C:24]([F:26])[CH:23]=[CH:22][C:21]=2[F:27])[CH2:16][CH2:15]1)(=[O:12])=[O:11])=[O:4].[OH-].[Li+]>O1CCCC1.O>[Cl:37][C:34]1[CH:35]=[CH:36][C:31]([S:28]([C:17]2([C:20]3[CH:25]=[C:24]([F:26])[CH:23]=[CH:22][C:21]=3[F:27])[CH2:18][CH2:19][CH:14]([CH2:13][S:10]([N:6]3[CH2:7][CH2:8][CH2:9][C@@H:5]3[C:3]([OH:4])=[O:2])(=[O:11])=[O:12])[CH2:15][CH2:16]2)(=[O:30])=[O:29])=[CH:32][CH:33]=1 |f:1.2|. Reported procedure: To a stirred solution of (R)-1-[4-(4-chloro-benzenesulfonyl)-4-(2,5-difluoro-phenyl)-cyclohexylmethanesulfonyl]-pyrrolidine-2-carboxylic acid methyl ester (Example 18) (108 mg, 0.19 mmol.) in tetrahydrofuran (10 mL) was added lithium hydroxide (18 mg) in water (4 mL) and the mixture vigorously stirred for 1.5 hours. After removal of the solvent in vacuo, the aqueous residue was acidified to pH 1 with 2N aqueous hydrochloric acid and extracted with ethyl acetate (2×10 mL). The combined organic la... The reactants are [Al+3], CC(C)(O)CCOc1ccc(Br)cc1C(C)(C)C, [Cl-], [Cl-], [Cl-], C[N+](=O)[O-]. The product is CC(C)(C)c1cc(Br)cc2c1OCCC2(C)C. RXN SMILES: [Al+3:2].[Br:5][c:6]1[cH:7][c:8]([C:19]([CH3:20])([CH3:21])[CH3:22])[c:9]([O:12][CH2:13][CH2:14][C:15]([CH3:16])([CH3:17])[OH:18])[cH:10][cH:11]1.[Cl-:1].[Cl-:3].[Cl-:4].[N+:23]([CH3:24])([O-:25])=[O:26]>>[Br:5][c:6]1[cH:7][c:8]([C:19]([CH3:20])([CH3:21])[CH3:22])[c:9]2[c:10]([cH:11]1)[C:15]([CH3:16])([CH3:17])[CH2:14][CH2:13][O:12]2. The reactants are CO, CCOC(C)=O, ClCc1ccc(Cl)nc1, O=C1C=C(NCCF)CO1, [H-], [Na+], C1CCOC1. Product: O=C1C=C(N(CCF)Cc2ccc(Cl)nc2)CO1. RXN SMILES: [CH3:22][OH:23].[CH3:29][CH2:30][O:31][C:32](=[O:33])[CH3:34].[Cl:13][c:14]1[n:15][cH:16][c:17]([CH2:20][Cl:21])[cH:18][cH:19]1.[F:1][CH2:2][CH2:3][NH:4][C:5]1=[CH:6][C:7](=[O:10])[O:8][CH2:9]1.[H-:11].[Na+:12].[O:24]1[CH2:25][CH2:26][CH2:27][CH2:28]1>>[F:1][CH2:2][CH2:3][N:4]([C:5]1=[CH:6][C:7](=[O:10])[O:8][CH2:9]1)[CH2:20][c:17]1[cH:16][n:15][c:14]([Cl:13])[cH:19][cH:18]1.